Task: describe an organic reaction: reactants, conditions, products, and yield. Dataset: the Open Reaction Database (ORD), a public repository of structured organic reaction records Reactants: C1(=CC=CC=C1)C#C[C@H](CC(=O)O)NS(=O)(=O)C1=CC(=CC=C1)OCCCCNC1=NC=CC=C1 ((3S)-5-Phenyl-3-[({3-[4-(pyridin-2-ylamino)butoxy]phenyl}sulfonyl)-amino]pent-4-ynoic Acid), ClC1=CC(=CC(=C1)I)Cl (1,3-dichloro-5-iodobenzene). Product: ClC=1C=C(C=C(C1)Cl)C#C[C@H](CC(=O)O)NS(=O)(=O)C1=CC(=CC=C1)OCCCCNC1=NC=CC=C1 ((3S)-5-(3,5-Dichlorophenyl)-3-[({3-[4-(pyridin-2-ylamino)butoxy]phenyl}-sulfonyl)amino]pent-4-ynoic Acid). RXN SMILES: C1([C:7]#[C:8][C@@H:9]([NH:14][S:15]([C:18]2[CH:23]=[CH:22][CH:21]=[C:20]([O:24][CH2:25][CH2:26][CH2:27][CH2:28][NH:29][C:30]3[CH:35]=[CH:34][CH:33]=[CH:32][N:31]=3)[CH:19]=2)(=[O:17])=[O:16])[CH2:10][C:11]([OH:13])=[O:12])C=CC=CC=1.[Cl:36][C:37]1[CH:42]=[C:41](I)[CH:40]=[C:39]([Cl:44])[CH:38]=1>>[Cl:36][C:37]1[CH:42]=[C:41]([C:7]#[C:8][C@@H:9]([NH:14][S:15]([C:18]2[CH:23]=[CH:22][CH:21]=[C:20]([O:24][CH2:25][CH2:26][CH2:27][CH2:28][NH:29][C:30]3[CH:35]=[CH:34][CH:33]=[CH:32][N:31]=3)[CH:19]=2)(=[O:17])=[O:16])[CH2:10][C:11]([OH:13])=[O:12])[CH:40]=[C:39]([Cl:44])[CH:38]=1. Procedure: The procedure for the preparation of the product of EXAMPLE 18 was repeated using 1,3-dichloro-5-iodobenzene (Aldrich) in the place of iodobenzene to provide the title product. 1H (CD3OD): δ 7.88 (1H, t); 7.82 (1H, d); 7.50 (1H, d); 7.45 (1H, t); 7.43 (1H, s); 7.36 (1H, s); 7.10 (1H, d); 7.03 (1H, d); 6.91 (2H, s); 6.88 (1H, t); 4.68 (1H, t); 4.04 (2H, t); 3.40 (2H, t); 2.78 (2H, d); 1.87 (4H, m). The reactants are C([O-])([O-])=O.[K+].[K+] (potassium carbonate), O.NN (hydrazine hydrate), C(C)(=O)N1N=C(C2=C(CC1C)C=C(C(=C2)OC)Br)C2=CC(=C(C=C2)[N+](=O)[O-])Cl ((±)-3-acetyl-7-bromo-4,5-dihydro-1-(3-chloro-4-nitrophenyl)-4-methyl-8-methoxy-3H-2,3-benzo-diazepine). Reagents/catalysts: [Pd] (palladium/charcoal). Run in COCCO (methyl cellosolve). Reaction conditions: temperature 90 celsius, time 0.5 hour. The product is C(C)(=O)N1N=C(C2=C(CC1C)C=CC(=C2)OC)C2=CC(=C(C=C2)N)Cl ((±)-3-Acetyl-1-(4-amino-3-chlorophenyl)-4,5-dihydro-4-methyl-8-methoxy-3H-2,3-benzodiazepine). The yield is 30.7%. Reaction SMILES: [C:1]([N:4]1[CH:10]([CH3:11])[CH2:9][C:8]2[CH:12]=[C:13](Br)[C:14]([O:16][CH3:17])=[CH:15][C:7]=2[C:6]([C:19]2[CH:24]=[CH:23][C:22]([N+:25]([O-])=O)=[C:21]([Cl:28])[CH:20]=2)=[N:5]1)(=[O:3])[CH3:2].C(=O)([O-])[O-].[K+].[K+].O.NN>COCCO.[Pd]>[C:1]([N:4]1[CH:10]([CH3:11])[CH2:9][C:8]2[CH:12]=[CH:13][C:14]([O:16][CH3:17])=[CH:15][C:7]=2[C:6]([C:19]2[CH:24]=[CH:23][C:22]([NH2:25])=[C:21]([Cl:28])[CH:20]=2)=[N:5]1)(=[O:3])[CH3:2] |f:1.2.3,4.5|. Procedure: 4.66 g (10 mmoles) of (±)-3-acetyl-7-bromo-4,5-dihydro-1-(3-chloro-4-nitrophenyl)-4-methyl-8-methoxy-3H-2,3-benzo-diazepine are dissolved in 190 cm3 of methyl cellosolve, then 2.1 g (15 mmoles) of potassium carbonate and 1.8 g of 10% palladium/charcoal catalyst and, under vigorous stirring, 1.95 cm3 (40 mmoles) of 98% hydrazine hydrate are added. The reaction mixture is stirred at 90° C. for 0.5 hours, the catalyst is filtered, the filtrate is evaporated, and the residue is rubbed with 50 cm3 of... The reactants are C(C)(C)(C)OC(NC1=CC=C(C=C1)Cl)=O ((4-chloro-phenyl)-carbamic acid t-butyl ester), [Li]C(C)(C)C (t-BuLi), C(C)(C)(C)N=C=O (t-butyl isocyanate). The solvent is C1CCOC1 (THF). Run at temperature -20 celsius, time 10 minute. Yields the product C(C)(C)(C)N1C(NC2=CC=C(C=C2C1=O)Cl)=O (3-tert-Butyl-6-chloro-1H-quinazoline-2,4-dione). The yield is 99.7%. As a reaction SMILES: C(O[C:6](=[O:15])[NH:7][C:8]1[CH:13]=[CH:12][C:11]([Cl:14])=[CH:10][CH:9]=1)(C)(C)C.[Li]C(C)(C)C.[C:21]([N:25]=[C:26]=[O:27])([CH3:24])([CH3:23])[CH3:22]>C1COCC1>[C:21]([N:25]1[C:26](=[O:27])[C:9]2[C:8](=[CH:13][CH:12]=[C:11]([Cl:14])[CH:10]=2)[NH:7][C:6]1=[O:15])([CH3:24])([CH3:23])[CH3:22]. Reported procedure: To a room temperature solution of 4-chloro-phenylamine (5.0 g, 39.19 mmol) was added di-tert-butyl dicarbonate (9.41 g, 43.11 mmol) portion-wise. The solution was heated to reflux, stirred for 2 hrs, cooled, concentrated, and dissolved in diethylether. The solution was washed with water, sodium bicarbonate and brine, dried over MgSO4, filtered, and concentrated to provide (4-chloro-phenyl)-carbamic acid tert-butyl ester (8.5 g) as a white solid, which was used with no further purification. To a ... Starting materials: O1CCOCC1 (1,4-dioxane), ClC1=C(C=CC(=N1)C=1C(=CC2=C(C(=C(O2)C2=CC=C(C=C2)F)C(=O)NC)C1)N(S(=O)(=O)C)C)\C=C\OCC ((E)-5-(6-chloro-5-(2-ethoxyvinyl)pyridin-2-yl)-2-(4-fluorophenyl)-N-methyl-6-(N-methylmethylsulfonamido)benzofuran-3-carboxamide), CC1=C(N(C2=CC=CC=C12)C(=O)OC(C)(C)C)B1OC(C(O1)(C)C)(C)C (tert-butyl 3-methyl-2-(4,4,5,5-tetramethyl-1,3,2-dioxaborolan-2-yl)-1H-indole-1-carboxylate), C([O-])([O-])=O.[Cs+].[Cs+] (cesium carbonate). The reagents and catalysts are [Pd](Cl)Cl.C(C)(C)(C)P([C-]1C=CC=C1)C(C)(C)C.[C-]1(C=CC=C1)P(C(C)(C)C)C(C)(C)C.[Fe+2] (1,1′-bis(di-tert-butylphosphino)ferrocene palladium dichloride). Solvent: O (H2O). Run at temperature 90 celsius. The product is C(C)O/C=C/C=1C(=NC(=CC1)C=1C(=CC2=C(C(=C(O2)C2=CC=C(C=C2)F)C(NC)=O)C1)N(S(=O)(=O)C)C)C=1N(C2=CC=CC=C2C1C)C(=O)OC(C)(C)C ((E)-tert-butyl 2-(3-(2-ethoxyvinyl)-6-(2-(4-fluorophenyl)-3-(methylcarbamoyl)-6-(N-methylmethylsulfonamido)benzofuran-5-yl)pyridin-2-yl)-3-methyl-1H-indole-1-carboxylate). As a reaction SMILES: Cl[C:2]1[N:7]=[C:6]([C:8]2[C:9]([N:28]([CH3:33])[S:29]([CH3:32])(=[O:31])=[O:30])=[CH:10][C:11]3[O:15][C:14]([C:16]4[CH:21]=[CH:20][C:19]([F:22])=[CH:18][CH:17]=4)=[C:13]([C:23]([NH:25][CH3:26])=[O:24])[C:12]=3[CH:27]=2)[CH:5]=[CH:4][C:3]=1/[CH:34]=[CH:35]/[O:36][CH2:37][CH3:38].[CH3:39][C:40]1[C:48]2[C:43](=[CH:44][CH:45]=[CH:46][CH:47]=2)[N:42]([C:49]([O:51][C:52]([CH3:55])([CH3:54])[CH3:53])=[O:50])[C:41]=1B1OC(C)(C)C(C)(C)O1.C(=O)([O-])[O-].[Cs+].[Cs+].O1CCOCC1>[Pd](Cl)Cl.C(P(C(C)(C)C)[C-]1C=CC=C1)(C)(C)C.[C-]1(P(C(C)(C)C)C(C)(C)C)C=CC=C1.[Fe+2].O>[CH2:37]([O:36]/[CH:35]=[CH:34]/[C:3]1[C:2]([C:41]2[N:42]([C:49]([O:51][C:52]([CH3:55])([CH3:54])[CH3:53])=[O:50])[C:43]3[C:48]([C:40]=2[CH3:39])=[CH:47][CH:46]=[CH:45][CH:44]=3)=[N:7][C:6]([C:8]2[C:9]([N:28]([CH3:33])[S:29]([CH3:32])(=[O:30])=[O:31])=[CH:10][C:11]3[O:15][C:14]([C:16]4[CH:21]=[CH:20][C:19]([F:22])=[CH:18][CH:17]=4)=[C:13]([C:23](=[O:24])[NH:25][CH3:26])[C:12]=3[CH:27]=2)=[CH:5][CH:4]=1)[CH3:38] |f:2.3.4,6.7.8.9|. Procedure details: To a mixture of (E)-5-(6-chloro-5-(2-ethoxyvinyl)pyridin-2-yl)-2-(4-fluorophenyl)-N-methyl-6-(N-methylmethylsulfonamido)benzofuran-3-carboxamide (150 mg, 0.269 mmol), tert-butyl 3-methyl-2-(4,4,5,5-tetramethyl-1,3,2-dioxaborolan-2-yl)-1H-indole-1-carboxylate (144 mg, 0.403 mmol), cesium carbonate (175 mg, 0.538 mmol), and 1,1′-bis(di-tert-butylphosphino)ferrocene palladium dichloride (17.5 mg, 0.027 mmol) was added 1,4-dioxane (2.44 mL) and H2O (0.244 mL). A steady stream of N2 was bubbled throu... The reactants are COC1=CC=C(C=C1)C(C)(C)N=[N+]=[N-] (1-(4-methoxyphenyl)-1-methylethyl azide), [H][H] (hydrogen). Reagents/catalysts: [Pt]=O (platinum oxide). Run in CO (methanol). Product: COC1=CC=C(C=C1)C(C)(C)N (1-(4-Methoxyphenyl)-1-methylethylamine). As a reaction SMILES: [CH3:1][O:2][C:3]1[CH:8]=[CH:7][C:6]([C:9]([N:12]=[N+]=[N-])([CH3:11])[CH3:10])=[CH:5][CH:4]=1.[H][H]>CO.[Pt]=O>[CH3:1][O:2][C:3]1[CH:8]=[CH:7][C:6]([C:9]([NH2:12])([CH3:10])[CH3:11])=[CH:5][CH:4]=1. Procedure details: 1.58 g of platinum oxide were added to a solution of 21.0 g of 1-(4-methoxyphenyl)-1-methylethyl azide [prepared as described in step (a) above] in 100 ml of methanol. The reaction mixture was then stirred for 5 hours under a stream of hydrogen. At the end of this time, the mixture was filtered, diluted with methylene chloride, and washed with an aqueous solution of sodium hydrogencarbonate, with water and with a saturated aqueous solution of sodium chloride, in that order. It was then dried ove... The reactants are C=C(C)CBr, Nc1cc([N+](=O)[O-])ccc1Br, C1CCOC1, [H-], [Na+], O. The product is C=C(C)CNc1cc([N+](=O)[O-])ccc1Br. As a reaction SMILES: [Br:14][CH2:15][C:16](=[CH2:17])[CH3:18].[Br:3][c:4]1[c:5]([NH2:6])[cH:7][c:8]([N+:11](=[O:12])[O-:13])[cH:9][cH:10]1.[CH2:20]1[O:21][CH2:22][CH2:23][CH2:24]1.[H-:2].[Na+:1].[OH2:19]>>[Br:3][c:4]1[c:5]([NH:6][CH2:17][C:16](=[CH2:15])[CH3:18])[cH:7][c:8]([N+:11](=[O:12])[O-:13])[cH:9][cH:10]1. Reactants: N1=CC=C(C=C1)[C@H](C)O ((-)-(S)-1-(4-pyridyl)ethanol), C(CCC)[Li] (butyllithium), C(C)(C)NC(C)C (diisopropylamine), C(CCC)[Li] (butyllithium), C1(=CC=C(C=C1)S(=O)(=O)Cl)C (p-toluenesulfonyl chloride), CC(=O)C12CC3CC(CC(C1)C3)C2 (1-adamantyl methyl ketone). Solvent: CCCCCC (hexane), CCCCCC (hexane), C1CCOC1 (THF), C1CCOC1 (THF). Product: C12(CC3CC(CC(C1)C3)C2)C(C[C@H](C)C2=CC=NC=C2)=O ((+)-(S)-1-(1-Adamantyl)-3-(4-pyridyl)butan-1-one). Yield: 18.0%. RXN SMILES: [N:1]1[CH:6]=[CH:5][C:4]([C@@H:7](O)[CH3:8])=[CH:3][CH:2]=1.C([Li])CCC.C1(C)C=CC(S(Cl)(=O)=O)=CC=1.C(NC(C)C)(C)C.[CH3:33][C:34]([C:36]12[CH2:45][CH:40]3[CH2:41][CH:42]([CH2:44][CH:38]([CH2:39]3)[CH2:37]1)[CH2:43]2)=[O:35]>C1COCC1.CCCCCC>[C:36]12([C:34](=[O:35])[CH2:33][C@@H:7]([C:4]3[CH:5]=[CH:6][N:1]=[CH:2][CH:3]=3)[CH3:8])[CH2:43][CH:42]3[CH2:41][CH:40]([CH2:39][CH:38]([CH2:44]3)[CH2:37]1)[CH2:45]2. Procedure: The method followed that described in Example 9 but using (-)-(S)-1-(4-pyridyl)ethanol (1.84 g, 15.0 mmol) in THF (80 ml), butyllithium (1.6M; 9.4 ml, 15.0 mmol) in hexane, p-toluenesulfonyl chloride (2.86 g, 15.0 mmol), diisopropylamine (6.31 ml, 45.0 mmol) in THF (120 ml), butyllithium (1.6M; 28.12 ml, 45.0 mmol) in hexane and 1-adamantyl methyl ketone (8.0 g, 45 mmol). Chromatography, on elution with petrol-ether-triethylamine 100:50:1 gave the title compound (765 mg, 18%), which crystallised... Reactants: C=C1CC2C3CCC(=O)C3(C)CCC2C2(C)CCC(=O)C=C12, N#CC1=C(C#N)C(=O)C(Cl)=C(Cl)C1=O, C1COCCO1. Yields the product C=C1CC2C(CCC3(C)C(=O)CCC23)C2(C)C=CC(=O)C=C12. RXN SMILES: [CH2:1]=[C:2]1[CH2:3][CH:4]2[CH:5]3[CH2:6][CH2:7][C:8](=[O:22])[C:9]3([CH3:10])[CH2:11][CH2:12][CH:13]2[C:14]2([CH3:21])[CH2:15][CH2:16][C:17](=[O:20])[CH:18]=[C:19]12.[Cl:23][C:24]1=[C:35]([Cl:36])[C:33](=[O:34])[C:30]([C:31]#[N:32])=[C:27]([C:28]#[N:29])[C:25]1=[O:26].[O:37]1[CH2:38][CH2:39][O:40][CH2:41][CH2:42]1>>[CH2:1]=[C:2]1[CH2:3][CH:4]2[CH:5]3[CH2:6][CH2:7][C:8](=[O:22])[C:9]3([CH3:10])[CH2:11][CH2:12][CH:13]2[C:14]2([CH3:21])[CH:15]=[CH:16][C:17](=[O:20])[CH:18]=[C:19]12.